This data is from the Open Reaction Database (ORD), a public repository of structured organic reaction records. The task is: describe an organic reaction: reactants, conditions, products, and yield Procedure: The method described in Part E of Example 65 was used to treat ethyl 1-{[(3-aminoquinolin-4-yl)amino]methyl}cyclobutanecarboxylate (6 mmol) with triethyl orthopropionate (1.6 mL, 7.9 mmol) and pyridine hydrochloride (35 mg) and isolate the final product, ethyl 1-[(2-ethyl-1H-imidazo[4,5-c]quinolin-1-yl)methyl]cyclobutanecarboxylate (1.86 g, 5.51 mmol), as a white solid, which was treated with sodium hydroxide (1.8 mL of 6 M) according to the method of Part F of Example 65. The product, 1-[(2-eth... The reactants are NC=1C=NC2=CC=CC=C2C1NCC1(CCC1)C(=O)OCC (ethyl 1-{[(3-aminoquinolin-4-yl)amino]methyl}cyclobutanecarboxylate), C(CC)(OCC)(OCC)OCC (triethyl orthopropionate). The yield is 91.8%. Reaction SMILES: [NH2:1][C:2]1[CH:3]=[N:4][C:5]2[C:10]([C:11]=1[NH:12][CH2:13][C:14]1([C:18]([O:20][CH2:21][CH3:22])=[O:19])[CH2:17][CH2:16][CH2:15]1)=[CH:9][CH:8]=[CH:7][CH:6]=2.[C:23](OCC)(OCC)(OCC)[CH2:24][CH3:25]>Cl.N1C=CC=CC=1>[CH2:24]([C:25]1[N:12]([CH2:13][C:14]2([C:18]([O:20][CH2:21][CH3:22])=[O:19])[CH2:17][CH2:16][CH2:15]2)[C:11]2[C:10]3[CH:9]=[CH:8][CH:7]=[CH:6][C:5]=3[N:4]=[CH:3][C:2]=2[N:1]=1)[CH3:23] |f:2.3|. Yields the product final product, C(C)C=1N(C2=C(C=NC=3C=CC=CC23)N1)CC1(CCC1)C(=O)OCC (ethyl 1-[(2-ethyl-1H-imidazo[4,5-c]quinolin-1-yl)methyl]cyclobutanecarboxylate). The reagents and catalysts are Cl.N1=CC=CC=C1 (pyridine hydrochloride). Starting materials: CC#N, NCc1ccc(Cl)c(Cl)c1, Cl, N#C[N-]C#N, [Na+]. Product: N#CNC(=N)NCc1ccc(Cl)c(Cl)c1. As a reaction SMILES: [CH3:18][C:19]#[N:20].[Cl:2][c:3]1[cH:4][c:5]([CH2:6][NH2:7])[cH:8][cH:9][c:10]1[Cl:11].[ClH:1].[N-:12]([C:13]#[N:14])[C:15]#[N:16].[Na+:17]>>[Cl:2][c:3]1[cH:4][c:5]([CH2:6][NH:7][C:15]([NH:12][C:13]#[N:14])=[NH:16])[cH:8][cH:9][c:10]1[Cl:11]. Reactants: C1(=C(C(=C(C(=C1F)F)F)N)F)N.Cl.Cl (dihydrochloride), COC=1C=C2C(=CNC2=CC1)C1CCN(CC1)C1CCC(CC1)(C1=CC=CC=C1)N(C)C ({4-[4-(5-methoxy-1H-indol-3-yl)piperidine-1-yl]-1-phenylcyclohexyl}-dimethylamine), Cl[Si](C)(C)C (chlorotrimethylsilane). Solvent: CC(=O)CC (ethyl methyl ketone). Yields the product Cl.Cl.COC=1C=C2C(=CNC2=CC1)C1CCN(CC1)C1CCC(CC1)(C1=CC=CC=C1)N(C)C ({4-[4-(5-methoxy-1H-indol-3-yl)piperidine-1-yl]-1-phenylcyclohexyl}-dimethylamine dihydrochloride). As a reaction SMILES: C1(N)C(F)=C(F)C(F)=C(N)C=1F.[ClH:13].Cl.[CH3:15][O:16][C:17]1[CH:18]=[C:19]2[C:23](=[CH:24][CH:25]=1)[NH:22][CH:21]=[C:20]2[CH:26]1[CH2:31][CH2:30][N:29]([CH:32]2[CH2:37][CH2:36][C:35]([N:44]([CH3:46])[CH3:45])([C:38]3[CH:43]=[CH:42][CH:41]=[CH:40][CH:39]=3)[CH2:34][CH2:33]2)[CH2:28][CH2:27]1.[Cl:47][Si](C)(C)C>CC(CC)=O>[ClH:47].[ClH:13].[CH3:15][O:16][C:17]1[CH:18]=[C:19]2[C:23](=[CH:24][CH:25]=1)[NH:22][CH:21]=[C:20]2[CH:26]1[CH2:27][CH2:28][N:29]([CH:32]2[CH2:33][CH2:34][C:35]([N:44]([CH3:45])[CH3:46])([C:38]3[CH:43]=[CH:42][CH:41]=[CH:40][CH:39]=3)[CH2:36][CH2:37]2)[CH2:30][CH2:31]1 |f:0.1.2,6.7.8|. Procedure details: To prepare the dihydrochloride the non-polar diastereoisomer of {4-[4-(5-methoxy-1H-indol-3-yl)piperidine-1-yl]-1-phenylcyclohexyl}-dimethylamine (590 mg, 1.37 mmole) was dissolved in ethyl methyl ketone (7 ml) and chlorotrimethylsilane (435 μl, 3.4 mmole) was added. The solid thereby formed was filtered off and dried. The non-polar {4-[4-(5-methoxy-1H-indol-3-yl)piperidine-1-yl]-1-phenylcyclohexyl}-dimethylamine dihydrochloride was thereby obtained as a colourless solid with an m.p. of 224°-226... Starting materials: C(Br)(Br)(Br)Br (carbon tetrabromide), C(C)(C)N(C(C)C)CC (N,N-diisopropylethylamine), Example 27 ( 27e ), Cl.N1CC(C1)C(=O)OC (methyl 3-azetidinecarboxylate hydrochloride), Example 23 ( 23g ), C(C(C)C)C1=C(C=C(C=C1)C1=NC(=NO1)C=1C=CC(=NC1C)CO)C ({5-[5-(4-isobutyl-3-methylphenyl)-1,2,4-oxadiazol-3-yl]-6-methylpyridin-2-yl}methanol), C1(=CC=CC=C1)P(C1=CC=CC=C1)C1=CC=CC=C1 (triphenylphosphine). Procedure: The crude product of the title compound was synthesized by conducting the similar reaction to that mentioned in Example 23 (23g) using {5-[5-(4-isobutyl-3-methylphenyl)-1,2,4-oxadiazol-3-yl]-6-methylpyridin-2-yl}methanol (0.14 g, 0.43 mmol) that was obtained in Example 27 (27e), carbon tetrabromide (0.29 g, 0.86 mmol), triphenylphosphine (0.23 g, 0.86 mmol), methyl 3-azetidinecarboxylate hydrochloride (98 mg, 0.65 mmol), and N,N-diisopropylethylamine (0.22 ml, 1.3 mmol). Subsequently, the crude ... Product: crude product, C(C(C)C)C1=C(C=C(C=C1)C1=NC(=NO1)C=1C=CC(=NC1C)CN1CC(C1)C(=O)OC)C (Methyl 1-({5-[5-(4-isobutyl-3-methylphenyl)-1,2,4-oxadiazol-3-yl]-6-methylpyridin-2-yl}methyl)azetidine-3-carboxylate). Reaction SMILES: [CH2:1]([C:5]1[CH:10]=[CH:9][C:8]([C:11]2[O:15][N:14]=[C:13]([C:16]3[CH:17]=[CH:18][C:19]([CH2:23]O)=[N:20][C:21]=3[CH3:22])[N:12]=2)=[CH:7][C:6]=1[CH3:25])[CH:2]([CH3:4])[CH3:3].C(Br)(Br)(Br)Br.C1(P(C2C=CC=CC=2)C2C=CC=CC=2)C=CC=CC=1.Cl.[NH:51]1[CH2:54][CH:53]([C:55]([O:57][CH3:58])=[O:56])[CH2:52]1.C(N(CC)C(C)C)(C)C>>[CH2:1]([C:5]1[CH:10]=[CH:9][C:8]([C:11]2[O:15][N:14]=[C:13]([C:16]3[CH:17]=[CH:18][C:19]([CH2:23][N:51]4[CH2:54][CH:53]([C:55]([O:57][CH3:58])=[O:56])[CH2:52]4)=[N:20][C:21]=3[CH3:22])[N:12]=2)=[CH:7][C:6]=1[CH3:25])[CH:2]([CH3:4])[CH3:3] |f:3.4|. Starting materials: B, N#CC1OC(c2ccccc2)Cc2c1ccc(Br)c2O, C1CCOC1, CO, C1CCOC1. Yields the product NCC1OC(c2ccccc2)Cc2c1ccc(Br)c2O. Reaction SMILES: [BH3:6].[Br:7][c:8]1[cH:9][cH:10][c:11]2[c:12]([c:25]1[OH:26])[CH2:13][CH:14]([c:19]1[cH:20][cH:21][cH:22][cH:23][cH:24]1)[O:15][CH:16]2[C:17]#[N:18].[CH2:29]1[O:30][CH2:31][CH2:32][CH2:33]1.[CH3:27][OH:28].[O:1]1[CH2:2][CH2:3][CH2:4][CH2:5]1>>[Br:7][c:8]1[cH:9][cH:10][c:11]2[c:12]([c:25]1[OH:26])[CH2:13][CH:14]([c:19]1[cH:20][cH:21][cH:22][cH:23][cH:24]1)[O:15][CH:16]2[CH2:17][NH2:18]. Reactants: COC(=O)c1oc2c3cc(OC)ccc3n(-c3ccccc3)c2c1OC, CCO, ClCCl, [Na+], [OH-], O. Product: COc1ccc2c(c1)c1oc(C(=O)O)c(OC)c1n2-c1ccccc1. Reaction SMILES: [CH3:1][O:2][C:3](=[O:4])[c:5]1[c:6]([O:25][CH3:26])[c:7]2[n:8](-[c:19]3[cH:20][cH:21][cH:22][cH:23][cH:24]3)[c:9]3[cH:10][cH:11][c:12]([O:17][CH3:18])[cH:13][c:14]3[c:15]2[o:16]1.[CH3:33][CH2:34][OH:35].[Cl:30][CH2:31][Cl:32].[Na+:28].[OH-:27].[OH2:29]>>[O:2]=[C:3]([OH:4])[c:5]1[c:6]([O:25][CH3:26])[c:7]2[n:8](-[c:19]3[cH:20][cH:21][cH:22][cH:23][cH:24]3)[c:9]3[cH:10][cH:11][c:12]([O:17][CH3:18])[cH:13][c:14]3[c:15]2[o:16]1.